From a dataset of the Open Reaction Database (ORD), a public repository of structured organic reaction records. describe an organic reaction: reactants, conditions, products, and yield Reactants: BrC(C(=O)Cl)CCl (2-bromo-3chloropropionyl chloride), C(C)C1(COCOC1)N (5-ethyl-5-amino-1,3-dioxane), [OH-].[Na+] (sodium hydroxide), O (water). Solvent: C(Cl)Cl (methylene chloride). Conditions: time 0.5 hour. The product is BrC(C(=O)NC1(COCOC1)CC)CCl (5-(2'-bromo-3'-chloropropionyl)amino-5-ethyl-1,3-dioxane). RXN SMILES: [CH2:1]([C:3]1([NH2:9])[CH2:8][O:7][CH2:6][O:5][CH2:4]1)[CH3:2].[OH-].[Na+].O.[Br:13][CH:14]([CH2:18][Cl:19])[C:15](Cl)=[O:16]>C(Cl)Cl>[Br:13][CH:14]([CH2:18][Cl:19])[C:15]([NH:9][C:3]1([CH2:1][CH3:2])[CH2:8][O:7][CH2:6][O:5][CH2:4]1)=[O:16] |f:1.2|. Procedure: Five and two-tenths g (0.04 mole) of 5-ethyl-5-amino-1,3-dioxane, 3.2 g (0.04 mole) of 50% sodium hydroxide, 10 ml of water, and 90 ml of methylene chloride were combined in a reaction flask. The mixture was cooled to below 35° C. Eight and two-tenths g (0.04 mole) of 2-bromo-3chloropropionyl chloride were added dropwise. The mixture was stirred for 1/2 hour, filtered, dried over magnesium sulfate, and vacuum stripped. Yield was 10.8 g of 5-(2'-bromo-3'-chloropropionyl) amino-5-ethyl-1,3-dioxane... The reactants are O=S(=O)(Cl)c1ccc(Cl)cc1, N#Cc1ccc(N)cc1, O, c1ccncc1. Product: N#Cc1ccc(NS(=O)(=O)c2ccc(Cl)cc2)cc1. As a reaction SMILES: [Cl:16][c:17]1[cH:18][cH:19][c:20]([S:23](=[O:24])(=[O:25])[Cl:26])[cH:21][cH:22]1.[NH2:1][c:2]1[cH:3][cH:4][c:5]([C:6]#[N:7])[cH:8][cH:9]1.[OH2:27].[cH:10]1[cH:11][cH:12][n:13][cH:14][cH:15]1>>[NH:1]([c:2]1[cH:3][cH:4][c:5]([C:6]#[N:7])[cH:8][cH:9]1)[S:23]([c:20]1[cH:19][cH:18][c:17]([Cl:16])[cH:22][cH:21]1)(=[O:24])=[O:25]. The reactants are N1=CC(=CC=C1)C(=N)N (3-pyridinecarboxamidine), [OH-].[K+] (potassium hydroxide), Cl.ClCCN1CCCCC1 (1-(2-chloroethyl)piperidine hydrochloride). Solvent: C(C)O (ethanol). Product: Cl.N1(CCCCC1)CCON=C(C=1C=NC=CC1)Cl (O-(2-piperidinoethyl)-3-pyridinehydroximoyl chloride hydrochloride). The yield is 23.5%. Reaction SMILES: [N:1]1[CH:6]=[CH:5][CH:4]=[C:3]([C:7]([NH2:9])=N)[CH:2]=1.[ClH:10].[Cl:11][CH2:12][CH2:13][N:14]1[CH2:19][CH2:18][CH2:17][CH2:16][CH2:15]1.[OH-:20].[K+]>C(O)C>[ClH:11].[N:14]1([CH2:13][CH2:12][O:20][N:9]=[C:7]([Cl:10])[C:3]2[CH:2]=[N:1][CH:6]=[CH:5][CH:4]=2)[CH2:19][CH2:18][CH2:17][CH2:16][CH2:15]1 |f:1.2,3.4,6.7|. Reported procedure: After dissolving 6.45 g (47.0 mmoles) of 3-pyridinecarboxamidine in 120.4 ml of 0.83N potassium hydroxide solution in ethanol under stirring, 8.65 g (47.0 mmoles) of 1-(2-chloroethyl)piperidine hydrochloride are added under stirring, then the reaction mixture is boiled under reflux for 4 hours. The precipitated potassium chloride is filtered off, the filtrate is clarified by activated carbon and evaporated. The residue is dissolved in 100 ml of chloroform, and the organic solution is washed 3 ti... Starting materials: C(=O)(O)C=1C=C(C=C(C1)C(=O)O)N=C=S.[Na] (sodium 3,5-dicarboxyphenyl isothiocyanate), N1=CC=CC=C1.O (pyridine water). Run at temperature 53 celsius. Product: C(=O)(O)C=1C=C(C=C(C1)C(=O)O)NC(=S)N.[Na] (Sodium 3,5-Dicarboxyphenylthiourea). RXN SMILES: [C:1]([C:4]1[CH:5]=[C:6]([N:13]=[C:14]=[S:15])[CH:7]=[C:8]([C:10]([OH:12])=[O:11])[CH:9]=1)([OH:3])=[O:2].[Na:16].[N:17]1C=CC=CC=1.O>>[C:10]([C:8]1[CH:7]=[C:6]([NH:13][C:14]([NH2:17])=[S:15])[CH:5]=[C:4]([C:1]([OH:3])=[O:2])[CH:9]=1)([OH:12])=[O:11].[Na:16] |f:0.1,2.3,4.5,^1:15,39|. Procedure details: Trifluoroacetic acid (3 ml) was added to a stirred suspension of BHAlyslys2lys4lys8lys16DBL32 (300 mg; 0.02 mmol) in dry dichloromethane (3 ml) and the resulting solution stirred at room temperature under nitrogen for two hours and then concentrated. The residue was dissolved in water and the solution passed through a column of Amberlite IRA 401 (OH) and the filtrate concentrated to give a viscous oil (186 mg). The oil was dissolved in a 1:1 mixture of pyridine/water (8 ml) and sodium 3,5-dicarb... The reactants are CC(C)(C)c1nc2cc(S(=O)(=O)Cl)ccc2n1CC1CCOCC1, Cc1cc[nH]n1, CN(C)c1ccncc1, CC#N. Product: Cc1ccn(S(=O)(=O)c2ccc3c(c2)nc(C(C)(C)C)n3CC2CCOCC2)n1. RXN SMILES: [C:1]([CH3:2])([CH3:3])([CH3:4])[c:5]1[n:6][c:7]2[c:8]([n:9]1[CH2:10][CH:11]1[CH2:12][CH2:13][O:14][CH2:15][CH2:16]1)[cH:17][cH:18][c:19]([S:21](=[O:22])(=[O:23])[Cl:24])[cH:20]2.[CH3:25][c:26]1[n:27][nH:28][cH:29][cH:30]1.[CH3:31][N:32]([c:33]1[cH:34][cH:35][n:36][cH:37][cH:38]1)[CH3:39].[CH3:40][C:41]#[N:42]>>[C:1]([CH3:2])([CH3:3])([CH3:4])[c:5]1[n:6][c:7]2[c:8]([n:9]1[CH2:10][CH:11]1[CH2:12][CH2:13][O:14][CH2:15][CH2:16]1)[cH:17][cH:18][c:19]([S:21](=[O:22])(=[O:23])[n:28]1[n:27][c:26]([CH3:25])[cH:30][cH:29]1)[cH:20]2.